Dataset: the Open Reaction Database (ORD), a public repository of structured organic reaction records. Task: describe an organic reaction: reactants, conditions, products, and yield As a reaction SMILES: [CH:1]1[N:5]=[C:4]([NH2:6])[NH:3][C:2]=1[C:7]1[C:14]2[C:15](Br)=[C:16]([Br:18])[NH:17][C:13]=2[C:11](=[O:12])[NH:10][CH2:9][CH:8]=1.Br>>[CH2:9]1[NH:10][C:11](=[O:12])[C:13]2[NH:17][C:16]([Br:18])=[CH:15][C:14]=2[C:7]([C:2]2[NH:3][C:4]([NH2:6])=[N:5][CH:1]=2)=[CH:8]1. Reaction conditions: temperature 90 celsius. Yields the product C1C=C(C2=C(C(=O)N1)NC(=C2)Br)C3=CN=C(N3)N (3-debromostevensine), 5-bromo-3-debromostevensine. Procedure details: With precursor 19 in hand, all that remained in the synthesis of stevensine (2) was the elimination of HBr. The direct removal of HBr involves a syn elimination event, a process that proved troublesome when tried under basic conditions. Therefore, an acid promoted elimination was attempted since the salts of AI heterocycles are generally quite stable. Heating 19 in methanesulfonic acid (90° C., sealed flask, 12 h) afforded products 3-debromostevensine (20) and 5-bromo-3-debromostevensine (21) in... Starting materials: C1=C(NC(=N1)N)C2=CCNC(=O)C3=C2C(=C(N3)Br)Br (Stevensine), Br (HBr). Starting materials: N1=C(C=CC=C1)C[N+]1(C(C2=CC=CC=C2C1=O)=O)[O-] (2-(2-Pyridylmethyl)-1H-isoindole-1,3(2H)-dione N-oxide), C[Si](C)(C)C#N (trimethylsilyl cyanide), CN(C(=O)Cl)C (N,N-dimethylcarbamoyl chloride). Solvent: [N+](=O)([O-])CC (nitroethane), C(Cl)(Cl)Cl (chloroform). Run at temperature 60 celsius, time 24 hour. The product is O=C1N(C(C2=CC=CC=C12)=O)CC1=CC=CC(=N1)C#N (6-[(1,3-Dioxo-1,3-dihydro-2H-isoindol-2-yl)methyl]-2-pyridinecarbonitrile). Isolated yield 22.1%. Reaction SMILES: [N:1]1[CH:6]=[CH:5][CH:4]=[CH:3][C:2]=1[CH2:7][N+:8]1([O-])[C:16](=[O:17])[C:15]2[C:10](=[CH:11][CH:12]=[CH:13][CH:14]=2)[C:9]1=[O:18].C[Si]([C:24]#[N:25])(C)C.CN(C)C(Cl)=O>[N+](CC)([O-])=O.C(Cl)(Cl)Cl>[O:18]=[C:9]1[C:10]2[C:15](=[CH:14][CH:13]=[CH:12][CH:11]=2)[C:16](=[O:17])[N:8]1[CH2:7][C:2]1[N:1]=[C:6]([C:24]#[N:25])[CH:5]=[CH:4][CH:3]=1. Reported procedure: 2-(2-Pyridylmethyl)-1H-isoindole-1,3(2H)-dione N-oxide (8.0 g, 31 mmol) was dissolved in mixed solvent of nitroethane (80 ml) and chloroform (150 ml), and trimethylsilyl cyanide (9.3 g, 94 mmol) and N,N-dimethylcarbamoyl chloride (6.8 g, 63 mmol) were added thereto. The mixture was stirred at room temperature for 4 hrs and at 60° C. for 24 hrs. The solvent was evaporated, and the residue was subjected to a silica gel column chromatography. The fractions eluted with hexane-ethyl acetate (2:1, v/v... Reactants: IC1=C(C(=NC=C1)OC)C=1N(C(=CN1)C1=CC=C(C=C1)N1CCOCC1)O (2-(4-Iodo-2-methoxy-pyridin-3-yl)-5-(4-morpholin-4-yl-phenyl)-imidazol-1-ol), Cl.C(C)(=O)O (hydrochloric acid acetic acid), ClC=1C=C(C=CC1)C(CNC1=C(C(NC=C1)=O)C=1NC(=C(N1)CC)C1=CC=CC=C1)O (4-[2-(3-chloro-phenyl)-2-hydroxy-ethylamino]-3-(4-ethyl-5-phenyl-1H-imidazol-2-yl)-1H-pyridin-2-one). The reagents and catalysts are [Cl-].[Ti+3].[Cl-].[Cl-] (titanium(III) chloride). The product is ClC=1C=C(C=CC1)C(CNC1=C(C(NC=C1)=O)C=1NC(=CN1)C1=CC=C(C=C1)N1CCOCC1)O (4-[2-(3-Chloro-phenyl)-2-hydroxy-ethylamino]-3-[5-(4-morpholin-4-yl-phenyl)-1H-imidazol-2-yl]-1H-pyridin-2-one). RXN SMILES: I[C:2]1[CH:7]=[CH:6][N:5]=[C:4]([O:8]C)[C:3]=1[C:10]1[N:11](O)[C:12]([C:15]2[CH:20]=[CH:19][C:18]([N:21]3[CH2:26][CH2:25][O:24][CH2:23][CH2:22]3)=[CH:17][CH:16]=2)=[CH:13][N:14]=1.[Cl:28][C:29]1[CH:30]=[C:31]([CH:35]([OH:58])[CH2:36][NH:37]C2C=CNC(=O)C=2C2NC(C3C=CC=CC=3)=C(CC)N=2)[CH:32]=[CH:33][CH:34]=1.Cl.C(O)(=O)C>[Cl-].[Ti+3].[Cl-].[Cl-]>[Cl:28][C:29]1[CH:30]=[C:31]([CH:35]([OH:58])[CH2:36][NH:37][C:2]2[CH:7]=[CH:6][NH:5][C:4](=[O:8])[C:3]=2[C:10]2[NH:11][C:12]([C:15]3[CH:20]=[CH:19][C:18]([N:21]4[CH2:26][CH2:25][O:24][CH2:23][CH2:22]4)=[CH:17][CH:16]=3)=[CH:13][N:14]=2)[CH:32]=[CH:33][CH:34]=1 |f:2.3,4.5.6.7|. Reported procedure: 2-(4-Iodo-2-methoxy-pyridin-3-yl)-5-(4-morpholin-4-yl-phenyl)-imidazol-1-ol (0.049 g, 0.102 mmol) was reacted as described for the synthesis of 4-[2-(3-chloro-phenyl)-2-hydroxy-ethylamino]-3-(4-ethyl-5-phenyl-1H-imidazol-2-yl)-1H-pyridin-2-one except that the compound was first treated with titanium(III) chloride LCMS (+ESI, M+H+) m/z 463) and then hydrochloric acid/acetic acid. The title material was obtained (0.007 g, 14%) as a yellow solid. HPLC 85% (220 nm), LCMS (+ESI, M+H+) m/z 492; 1H NMR... Reactants: C1CCNC1, N#Cc1ccc(N2CCC(=O)CC2)cc1, O, Cc1ccc(S(=O)(=O)O)cc1, c1ccccc1. Yields the product N#Cc1ccc(N2CC=C(N3CCCC3)CC2)cc1. As a reaction SMILES: [CH2:16]1[CH2:17][CH2:18][NH:19][CH2:20]1.[O:1]=[C:2]1[CH2:3][CH2:4][N:5]([c:8]2[cH:9][cH:10][c:11]([C:12]#[N:13])[cH:14][cH:15]2)[CH2:6][CH2:7]1.[OH2:38].[c:21]1([CH3:22])[cH:23][cH:24][c:25]([S:26]([OH:27])(=[O:28])=[O:29])[cH:30][cH:31]1.[cH:32]1[cH:33][cH:34][cH:35][cH:36][cH:37]1>>[C:2]1([N:19]2[CH2:18][CH2:17][CH2:16][CH2:20]2)=[CH:3][CH2:4][N:5]([c:8]2[cH:9][cH:10][c:11]([C:12]#[N:13])[cH:14][cH:15]2)[CH2:6][CH2:7]1. Starting materials: C(C1=CC=CC=C1)OC(=O)Cl (Benzylchloroformate), NC=1C=C(C=CC1)C=1N=CN(C1C1=CC2=C(N=CN=C2N)S1)C (6-[4-(3-aminophenyl)-1-methyl-1H-imidazol-5-yl]thieno[2,3-d]pyrimidin-4-amine), NC=1C=C(C=CC1)C=1N=CN(C1C1=CC2=C(N=CN=C2N)S1)C (6-[4-(3-aminophenyl)-1-methyl-1H-imidazol-5-yl]thieno[2,3-d]pyrimidin-4-amine), N1=CC=CC=C1 (pyridine). The solvent is C1CCOC1 (THF). Reaction conditions: time 1 hour. Yields the product NC=1C2=C(N=CN1)SC(=C2)C2=C(N=CN2C)C=2C=C(C=CC2)NC(OCC2=CC=CC=C2)=O (Benzyl {3-[5-(4-aminothieno[2,3-d]pyrimidin-6-yl)-1-methyl-1H-imidazol-4-yl]phenyl}carbamate). Isolated yield 28.0%. Reaction SMILES: [CH2:1]([O:8][C:9](Cl)=[O:10])[C:2]1[CH:7]=[CH:6][CH:5]=[CH:4][CH:3]=1.[NH2:12][C:13]1[CH:14]=[C:15]([C:19]2[N:20]=[CH:21][N:22]([CH3:34])[C:23]=2[C:24]2[S:33][C:27]3[N:28]=[CH:29][N:30]=[C:31]([NH2:32])[C:26]=3[CH:25]=2)[CH:16]=[CH:17][CH:18]=1.N1C=CC=CC=1>C1COCC1>[NH2:32][C:31]1[C:26]2[CH:25]=[C:24]([C:23]3[N:22]([CH3:34])[CH:21]=[N:20][C:19]=3[C:15]3[CH:14]=[C:13]([NH:12][C:9](=[O:10])[O:8][CH2:1][C:2]4[CH:7]=[CH:6][CH:5]=[CH:4][CH:3]=4)[CH:18]=[CH:17][CH:16]=3)[S:33][C:27]=2[N:28]=[CH:29][N:30]=1. Procedure details: Benzylchloroformate (0.027 mL) was added to a solution of 6-[4-(3-aminophenyl)-1-methyl-1H-imidazol-5-yl]thieno[2,3-d]pyrimidin-4-amine (Intermediate 110) (40 mg) and pyridine (0.02 mL) in THF (7 mL). The mixture was stirred under an inert atmosphere for 1 hour, then quenched with H2O (10 mL) and extracted EtOAc (3×10 mL). The combined organics were dried (MgSO4), filtered and concentrated in vacuo. Purification by flash chromatography on silica eluting with CH2Cl2:MeOH (0-10%) gave the title co... Reactants: Cn1ccc(N)n1, O=C(O)C(CC1CCCC1)n1ncc(Oc2ccccc2C(F)(F)F)cc1=O. Product: Cn1ccc(NC(=O)C(CC2CCCC2)n2ncc(Oc3ccccc3C(F)(F)F)cc2=O)n1. Reaction SMILES: [CH3:29][n:30]1[n:31][c:32]([NH2:35])[cH:33][cH:34]1.[CH:1]1([CH2:6][CH:7]([C:8](=[O:9])[OH:10])[n:11]2[n:12][cH:13][c:14]([O:18][c:19]3[c:20]([C:25]([F:26])([F:27])[F:28])[cH:21][cH:22][cH:23][cH:24]3)[cH:15][c:16]2=[O:17])[CH2:2][CH2:3][CH2:4][CH2:5]1>>[CH:1]1([CH2:6][CH:7]([C:8](=[O:10])[NH:35][c:32]2[n:31][n:30]([CH3:29])[cH:34][cH:33]2)[n:11]2[n:12][cH:13][c:14]([O:18][c:19]3[c:20]([C:25]([F:26])([F:27])[F:28])[cH:21][cH:22][cH:23][cH:24]3)[cH:15][c:16]2=[O:17])[CH2:2][CH2:3][CH2:4][CH2:5]1. Reactants: CC1CC(=O)O1, Cl, Oc1cccc(C(F)(F)F)c1, [Na+], [OH-]. Product: CC(CC(=O)O)Oc1cccc(C(F)(F)F)c1. As a reaction SMILES: [C:12]1(=[O:17])[CH2:13][CH:14]([CH3:15])[O:16]1.[ClH:18].[F:1][C:2]([c:3]1[cH:4][c:5]([OH:9])[cH:6][cH:7][cH:8]1)([F:10])[F:11].[Na+:20].[OH-:19]>>[F:1][C:2]([c:3]1[cH:4][c:5]([O:9][CH:14]([CH2:13][C:12](=[O:16])[OH:17])[CH3:15])[cH:6][cH:7][cH:8]1)([F:10])[F:11].